This data is from the Open Reaction Database (ORD), a public repository of structured organic reaction records. The task is: describe an organic reaction: reactants, conditions, products, and yield Reactants: aqueous solution, C=O (formaldehyde), aqueous solution, C=O (formaldehyde), Cl.N1CCC(CC1)NC(=O)C1=NN(C2=CC=CC=C12)CCC (N-(4-piperidyl)-1-n-propylindazole-3-carboxamide hydrochloride). Solvent: C(=O)O (formic acid), C(=O)O (formic acid). Yields the product CN1CCC(CC1)NC(=O)C1=NN(C2=CC=CC=C12)CCC (N-(1-Methyl-4-piperidyl)-1-n-propylindazole-3-carboxamide). Isolated yield 18.0%. Reaction SMILES: Cl.[NH:2]1[CH2:7][CH2:6][CH:5]([NH:8][C:9]([C:11]2[C:19]3[C:14](=[CH:15][CH:16]=[CH:17][CH:18]=3)[N:13]([CH2:20][CH2:21][CH3:22])[N:12]=2)=[O:10])[CH2:4][CH2:3]1.[CH2:23]=O>C(O)=O>[CH3:23][N:2]1[CH2:7][CH2:6][CH:5]([NH:8][C:9]([C:11]2[C:19]3[C:14](=[CH:15][CH:16]=[CH:17][CH:18]=3)[N:13]([CH2:20][CH2:21][CH3:22])[N:12]=2)=[O:10])[CH2:4][CH2:3]1 |f:0.1|. Reported procedure: To N-(4-piperidyl)-1-n-propylindazole-3-carboxamide hydrochloride (0.32 g) obtained in Example 20 were added formic acid (0.7 ml) and a 36% aqueous solution of formaldehyde (0.3 ml), and the mixture was stirred at room temperature for 5 hours. Then formic acid (4 ml) and a 36% aqueous solution of formaldehyde (1.6 ml) were further added, and the mixture was heated under reflux for 2.5 hours. The reaction solution was distilled off under reduced pressure, and to the residue were added chloroform ... Reactants: C1CCOC1, COC(=O)c1cccc2c(=O)c(-c3ccc(C4(NC(=O)OC(C)(C)C)CCC4)cc3)c(-c3ccccc3)oc12, CCOC(C)=O, [Li+], [OH-]. Yields the product CC(C)(C)OC(=O)NC1(c2ccc(-c3c(-c4ccccc4)oc4c(C(=O)O)cccc4c3=O)cc2)CCC1. RXN SMILES: [CH2:42]1[O:43][CH2:44][CH2:45][CH2:46]1.[CH3:1][O:2][C:3](=[O:4])[c:5]1[cH:6][cH:7][cH:8][c:9]2[c:10](=[O:39])[c:11](-[c:21]3[cH:22][cH:23][c:24]([C:27]4([NH:31][C:32](=[O:33])[O:34][C:35]([CH3:36])([CH3:37])[CH3:38])[CH2:28][CH2:29][CH2:30]4)[cH:25][cH:26]3)[c:12](-[c:15]3[cH:16][cH:17][cH:18][cH:19][cH:20]3)[o:13][c:14]12.[CH3:47][CH2:48][O:49][C:50]([CH3:51])=[O:52].[Li+:40].[OH-:41]>>[O:2]=[C:3]([OH:4])[c:5]1[cH:6][cH:7][cH:8][c:9]2[c:10](=[O:39])[c:11](-[c:21]3[cH:22][cH:23][c:24]([C:27]4([NH:31][C:32](=[O:33])[O:34][C:35]([CH3:36])([CH3:37])[CH3:38])[CH2:28][CH2:29][CH2:30]4)[cH:25][cH:26]3)[c:12](-[c:15]3[cH:16][cH:17][cH:18][cH:19][cH:20]3)[o:13][c:14]12.